This data is from the Open Reaction Database (ORD), a public repository of structured organic reaction records. The task is: describe an organic reaction: reactants, conditions, products, and yield Starting materials: C(C1=CC=CC=C1)N1CCC2(CC1)COC1=CC=CC=C1C2 (1′-benzyl-4H-spiro[chromene-3,4′-piperidine]), C(C)(=O)O (Acetic acid). The reagents and catalysts are [Pd] (palladium on activated charcoal). Run in CO (methanol). The product is N1CCC2(CC1)COC1=CC=CC=C1C2 (4H-Spiro[chromene-3,4′-piperidine]). Yield: 91.1%. As a reaction SMILES: C([N:8]1[CH2:13][CH2:12][C:11]2([CH2:22][C:21]3[C:16](=[CH:17][CH:18]=[CH:19][CH:20]=3)[O:15][CH2:14]2)[CH2:10][CH2:9]1)C1C=CC=CC=1.C(O)(=O)C>CO.[Pd]>[NH:8]1[CH2:13][CH2:12][C:11]2([CH2:22][C:21]3[C:16](=[CH:17][CH:18]=[CH:19][CH:20]=3)[O:15][CH2:14]2)[CH2:10][CH2:9]1. Reported procedure: 1′-benzyl-4H-spiro[chromene-3,4′-piperidine] (800 mg, 2.7 mmol) was dissolved in methanol (100 mL). Acetic acid (5 mL) and palladium on activated charcoal (cat amount, 10%) was added. Reaction in a Parr apparatus at 35 psi for 18 hrs, followed by filtration, evaporation and HPLC purification on C18 (acetonitrile/water) yielded 500 mg (92%) of the title compound. Reactants: CCOC(=O)C (EtOAc), NC1=C(C=C(C=N1)C=1C=C(C=CC1)O)C=1SC2=C(N1)C=CC=C2 (3-[6-amino-5-(1,3-benzothiazol-2-yl)pyridin-3-yl]phenol), C([O-])([O-])=O.[K+].[K+] (potassium carbonate), COC(CCl)=O (chloroacetic acid methyl ester). Solvent: CN(C)C=O (DMF). Reaction conditions: time 8 hour. Yields the product NC1=C(C=C(C=N1)C=1C=C(OCC(=O)OC)C=CC1)C=1SC2=C(N1)C=CC=C2 (Methyl 3-[6-amino-5-(1,3-benzothiazol-2-yl)pyridin-3-yl]phenoxyacetate). Reaction SMILES: [NH2:1][C:2]1[N:7]=[CH:6][C:5]([C:8]2[CH:9]=[C:10]([OH:14])[CH:11]=[CH:12][CH:13]=2)=[CH:4][C:3]=1[C:15]1[S:16][C:17]2[CH:23]=[CH:22][CH:21]=[CH:20][C:18]=2[N:19]=1.C(=O)([O-])[O-].[K+].[K+].[CH3:30][O:31][C:32](=[O:35])[CH2:33]Cl.CCOC(C)=O>CN(C=O)C>[NH2:1][C:2]1[N:7]=[CH:6][C:5]([C:8]2[CH:9]=[C:10]([CH:11]=[CH:12][CH:13]=2)[O:14][CH2:33][C:32]([O:31][CH3:30])=[O:35])=[CH:4][C:3]=1[C:15]1[S:16][C:17]2[CH:23]=[CH:22][CH:21]=[CH:20][C:18]=2[N:19]=1 |f:1.2.3|. Procedure details: A solution of 3-[6-amino-5-(1,3-benzothiazol-2-yl)pyridin-3-yl]phenol (80 mg, 0.20 mmol), potassium carbonate (100 mg, 0.700 mmol) and chloroacetic acid methyl ester (33 mg, 0.30 mmol) in DMF was left to stir at rt overnight. To the mixture was added EtOAc (10 mL), which was left to stir at rt for 10 min. Then, the mixture was washed with NaHCO3 aq. soln. (2×). The combined organic extracts were treated with brine, dried over anhydrous Na2SO4 and concentrated in vacuo. Purification via silica ge... The reactants are O[C@H](C)[C@@H]1[C@@H]2N(C(=C([C@@H]2C)S\C=C/C2=C(N=CS2)CO)C(=O)[O-])C1=O.[Na+] (sodium (1R,5S,6S)-6-((1R)-1-hydroxyethyl)-2-[[(Z)-2-(4-hydroxymethylthiazol-5-yl)ethen-1-yl]thio]-1-methyl-1-carbapen-2-em-3-carboxylate), COC(=O)OC(C)I (1-(methoxycarbonyloxy)ethyl iodide). Yields the product O[C@H](C)[C@@H]1[C@@H]2N(C(=C([C@@H]2C)S\C=C/C2=C(N=CS2)CO)C(=O)OC(C)OC(=O)OC)C1=O (1-(Methoxycarbonyloxy)ethyl (1R,5S,6S)-6-((1R)-1-hydroxyethyl)-2-[[(Z)-2-(4-hydroxymethylthiazol-5-yl)ethen-1-yl]thio]-1-methyl-1-carbapen-2-em-3-carboxylate). Yield: 74.3%. Reaction SMILES: [OH:1][C@@H:2]([C@H:4]1[C:24](=[O:25])[N:6]2[C:7]([C:21]([O-:23])=[O:22])=[C:8]([S:11]/[CH:12]=[CH:13]\[C:14]3[S:18][CH:17]=[N:16][C:15]=3[CH2:19][OH:20])[C@H:9]([CH3:10])[C@H:5]12)[CH3:3].[Na+].[CH3:27][O:28][C:29]([O:31][CH:32](I)[CH3:33])=[O:30]>>[OH:1][C@@H:2]([C@H:4]1[C:24](=[O:25])[N:6]2[C:7]([C:21]([O:23][CH:32]([O:31][C:29]([O:28][CH3:27])=[O:30])[CH3:33])=[O:22])=[C:8]([S:11]/[CH:12]=[CH:13]\[C:14]3[S:18][CH:17]=[N:16][C:15]=3[CH2:19][OH:20])[C@H:9]([CH3:10])[C@H:5]12)[CH3:3] |f:0.1|. Procedure details: In the same manner as in Example 81, 145 mg of the title compound was prepared from 163 mg of sodium (1R,5S,6S)-6-((1R)-1-hydroxyethyl)-2-[[(Z)-2-(4-hydroxymethylthiazol-5-yl)ethen-1-yl]thio]-1-methyl-1-carbapen-2-em-3-carboxylate and 140 mg of 1-(methoxycarbonyloxy)ethyl iodide. Starting materials: O=C([O-])[O-], CC(=O)OCCC1CCN(C(=O)OC(C)(C)C)C1, CO, ClC(Cl)Cl, [K+], [K+]. Yields the product CC(C)(C)OC(=O)N1CCC(CCO)C1. As a reaction SMILES: [C:19](=[O:20])([O-:21])[O-:22].[C:1]([CH3:2])([CH3:3])([CH3:4])[O:5][C:6](=[O:7])[N:8]1[CH2:9][CH:10]([CH2:13][CH2:14][O:15][C:16](=[O:17])[CH3:18])[CH2:11][CH2:12]1.[CH3:25][OH:26].[CH:27]([Cl:28])([Cl:29])[Cl:30].[K+:23].[K+:24]>>[C:1]([CH3:2])([CH3:3])([CH3:4])[O:5][C:6](=[O:7])[N:8]1[CH2:9][CH:10]([CH2:13][CH2:14][OH:15])[CH2:11][CH2:12]1. Reaction SMILES: N[C:2]1[C:12]([O:13][CH3:14])=[CH:11][C:5]([C:6]([O:8][CH2:9][CH3:10])=[O:7])=[CH:4][C:3]=1[Cl:15].C(#N)C.[I:19]CI.N(OCCC(C)C)=O>CCCCCCC.C(OCC)(=O)C>[Cl:15][C:3]1[CH:4]=[C:5]([CH:11]=[C:12]([O:13][CH3:14])[C:2]=1[I:19])[C:6]([O:8][CH2:9][CH3:10])=[O:7] |f:4.5|. Procedure details: To ethyl 4-amino-3-chloro-5-methoxybenzoate (15.8 g, 68.8 mmol), were added acetonitrile (40 mL) and diiodomethane (22.2 mL, 275 mmol) in this order, and the mixture was stirred at 70° C., and then isoamyl nitrite (13.9 mL, 103 mmol) was added dropwise thereto over 10 minutes. The mixture was stirred at 70° C. for 40 minutes. The mixture was returned to room temperature, the solvent was then distilled off under reduced pressure, and the residue was purified by silica gel column chromatography (a... The solvent is CCCCCCC.C(C)(=O)OCC (n-heptane ethyl acetate). Isolated yield 66.6%. Reactants: NC1=C(C=C(C(=O)OCC)C=C1OC)Cl (ethyl 4-amino-3-chloro-5-methoxybenzoate), C(C)#N (acetonitrile), ICI (diiodomethane), N(=O)OCCC(C)C (isoamyl nitrite). Conditions: temperature 70 celsius, time 10 minute. Product: ClC=1C=C(C(=O)OCC)C=C(C1I)OC (Ethyl 3-chloro-4-iodo-5-methoxybenzoate).